Dataset: the Open Reaction Database (ORD), a public repository of structured organic reaction records. Task: describe an organic reaction: reactants, conditions, products, and yield Reactants: COC(=O)C1CN(CCC1N1CCC1)C(=O)OC(C)(C)C (4-azetidin-1-yl-piperidine-1,3-dicarboxylic acid 1-tert-butyl ester 3-methyl ester), C(=O)N (formamide), C[O-].[Na+] (sodium methoxide), CO (MeOH). Solvent: CN(C)C=O (DMF). Reaction conditions: temperature 100 celsius, time 2 hour. The product is C(C)(C)(C)OC(=O)N1CC(C(CC1)N1CCC1)C(N)=O (4-azetidin-1-yl-3-carbamoyl-piperidine-1-carboxylic acid tert-butyl ester). As a reaction SMILES: C[O:2][C:3]([CH:5]1[CH:10]([N:11]2[CH2:14][CH2:13][CH2:12]2)[CH2:9][CH2:8][N:7]([C:15]([O:17][C:18]([CH3:21])([CH3:20])[CH3:19])=[O:16])[CH2:6]1)=O.C([NH2:24])=O.C[O-].[Na+].CO>CN(C=O)C>[C:18]([O:17][C:15]([N:7]1[CH2:8][CH2:9][CH:10]([N:11]2[CH2:14][CH2:13][CH2:12]2)[CH:5]([C:3](=[O:2])[NH2:24])[CH2:6]1)=[O:16])([CH3:21])([CH3:20])[CH3:19] |f:2.3|. Procedure details: To a solution of 4-azetidin-1-yl-piperidine-1,3-dicarboxylic acid 1-tert-butyl ester 3-methyl ester (0.66 g. 2.21 mmol) in anhydrous DMF (13 mL) was added formamide (370 μL, 9.32 mmol). The mixture was heated to 100° C. and a solution of sodium methoxide in MeOH (25 w/w. 330 μL, 1.44 mmol) was added with heating being continued for 2 h. The reaction mixture was cooled to RT, then loaded onto an Isolute® SCX-2 cartridge. The cartridge was washed with MeOH then eluted with 2 M NH3 in MeOH to give ... The reactants are C[C@H]1N(C(OC1)=O)C1=CC=C(C(=O)O)C=C1 ((R)-4-(4-methyl-2-oxooxazolidin-3-yl)benzoic acid), Cl.CC=1C(=NC(=C(C1)C)C)N1CCNCC1 (1-(3,5,6-trimethylpyridin-2-yl)piperazine hydrochloride). Product: Cl.C[C@H]1N(C(OC1)=O)C1=CC=C(C=C1)C(=O)N1CCN(CC1)C1=NC(=C(C=C1C)C)C ((R)-4-methyl-3-{4-[4-(3,5,6-trimethylpyridin-2-yl)piperazine-1-carbonyl]phenyl}oxazolidin-2-one hydrochloride). Isolated yield 79.5%. RXN SMILES: [CH3:1][C@@H:2]1[CH2:6][O:5][C:4](=[O:7])[N:3]1[C:8]1[CH:16]=[CH:15][C:11]([C:12]([OH:14])=O)=[CH:10][CH:9]=1.[ClH:17].[CH3:18][C:19]1[C:20]([N:27]2[CH2:32][CH2:31][NH:30][CH2:29][CH2:28]2)=[N:21][C:22]([CH3:26])=[C:23]([CH3:25])[CH:24]=1>>[ClH:17].[CH3:1][C@@H:2]1[CH2:6][O:5][C:4](=[O:7])[N:3]1[C:8]1[CH:9]=[CH:10][C:11]([C:12]([N:30]2[CH2:31][CH2:32][N:27]([C:20]3[C:19]([CH3:18])=[CH:24][C:23]([CH3:25])=[C:22]([CH3:26])[N:21]=3)[CH2:28][CH2:29]2)=[O:14])=[CH:15][CH:16]=1 |f:1.2,3.4|. Procedure details: By reaction and treatment in the same manner as in Example 87 and using (R)-4-(4-methyl-2-oxooxazolidin-3-yl)benzoic acid (422 mg) described in Preparation Example 37 and 1-(3,5,6-trimethylpyridin-2-yl)piperazine hydrochloride (483 mg) described in Preparation Example 52, the title compound (675 mg) was obtained. Reactants: O=C([O-])[O-], Cc1ccccc1, CCOC(C)=O, CCO, O=Cc1ccc(B(O)O)cc1, COc1ccnc(Cl)n1, [Na+], [Na+]. The product is COc1ccnc(-c2ccc(C=O)cc2)n1. As a reaction SMILES: [C:1](=[O:2])([O-:3])[O-:4].[CH3:30][c:31]1[cH:32][cH:33][cH:34][cH:35][cH:36]1.[CH3:37][CH2:38][O:39][C:40](=[O:41])[CH3:42].[CH3:7][CH2:8][OH:9].[CH:19](=[O:20])[c:21]1[cH:22][cH:23][c:24]([B:27]([OH:28])[OH:29])[cH:25][cH:26]1.[Cl:10][c:11]1[n:12][cH:13][cH:14][c:15]([O:17][CH3:18])[n:16]1.[Na+:5].[Na+:6]>>[c:11]1(-[c:24]2[cH:23][cH:22][c:21]([CH:19]=[O:20])[cH:26][cH:25]2)[n:12][cH:13][cH:14][c:15]([O:17][CH3:18])[n:16]1.